Dataset: the Open Reaction Database (ORD), a public repository of structured organic reaction records. Task: describe an organic reaction: reactants, conditions, products, and yield The reactants are [Al+3], [Cl-], [Cl-], [Cl-], O=C(Cl)c1ccc(Cl)cc1, Cc1cc(C)cc(Cl)c1, S=C=S. Product: Cc1cc(C)c(C(=O)c2ccc(Cl)cc2)c(Cl)c1. As a reaction SMILES: [Al+3:21].[Cl-:20].[Cl-:22].[Cl-:23].[Cl:10][C:11](=[O:12])[c:13]1[cH:14][cH:15][c:16]([Cl:17])[cH:18][cH:19]1.[Cl:1][c:2]1[cH:3][c:4]([CH3:9])[cH:5][c:6]([CH3:8])[cH:7]1.[S:24]=[C:25]=[S:26]>>[Cl:1][c:2]1[c:3]([C:11](=[O:12])[c:13]2[cH:14][cH:15][c:16]([Cl:17])[cH:18][cH:19]2)[c:4]([CH3:9])[cH:5][c:6]([CH3:8])[cH:7]1. As a reaction SMILES: [CH3:1][C:2]1[CH:3]=[C:4]([CH:6]=[C:7]([CH3:9])[CH:8]=1)[NH2:5].Cl.N([O-])=O.[Na+].[N-:15]=[N+:16]=[N-].[Na+]>CCCCCC.O>[CH3:1][C:2]1[CH:3]=[C:4]([N:5]=[N+:15]=[N-:16])[CH:6]=[C:7]([CH3:9])[CH:8]=1 |f:2.3,4.5|. Product: CC=1C=C(C=C(C1)C)N=[N+]=[N-] (3,5-dimethylphenylazide). Procedure details: A solution of 9.68g. (0.08 mole) of 3,5-dimethylaniline in 100 ml. of water and 10 ml. of concentrated HCl was cooled to 0° C. Then a solution of 6.07g. (0.088 mole) of NaNO2 in 20 ml. of water was added dropwise to the solution of 3,5-dimethylaniline, and the reaction mixture was aged for one-half hour. There was then added to the reaction mixture 70 ml. of n-hexane followed by a solution of 5.72g. (0.088 mole) of NaN3 in 20 ml. of water which was added dropwise and accompanied by vigorous evol... Starting materials: CC=1C=C(N)C=C(C1)C (3,5-dimethylaniline), mixture, CC=1C=C(N)C=C(C1)C (3,5-dimethylaniline), Cl (HCl), N(=O)[O-].[Na+] (NaNO2), [N-]=[N+]=[N-].[Na+] (NaN3). Reaction conditions: time 15 minute. Run in O (water), O (water), O (water), CCCCCC (n-hexane), CCCCCC (hexane). Reactants: C1COCCN1, CN(C)C=O, Nc1c(C(=O)c2cccc(C(=O)CBr)c2)cnn1-c1ccc(F)cc1. The product is Nc1c(C(=O)c2cccc(C(=O)CN3CCOCC3)c2)cnn1-c1ccc(F)cc1. Reaction SMILES: [CH2:1]1[CH2:2][O:3][CH2:4][CH2:5][NH:6]1.[CH3:32][N:33]([CH3:34])[CH:35]=[O:36].[NH2:7][c:8]1[c:9]([C:20]([c:21]2[cH:22][c:23]([C:27]([CH2:28][Br:29])=[O:30])[cH:24][cH:25][cH:26]2)=[O:31])[cH:10][n:11][n:12]1-[c:13]1[cH:14][cH:15][c:16]([F:19])[cH:17][cH:18]1>>[CH2:1]1[CH2:2][O:3][CH2:4][CH2:5][N:6]1[CH2:28][C:27]([c:23]1[cH:22][c:21]([C:20]([c:9]2[c:8]([NH2:7])[n:12](-[c:13]3[cH:14][cH:15][c:16]([F:19])[cH:17][cH:18]3)[n:11][cH:10]2)=[O:31])[cH:26][cH:25][cH:24]1)=[O:30].